From a dataset of the Open Reaction Database (ORD), a public repository of structured organic reaction records. describe an organic reaction: reactants, conditions, products, and yield Reactants: C1(O)=CC(O)=CC=C1 (resorcinol), BrCCCCC(=O)OC (methyl 5-bromopentanoate), C([O-])([O-])=O.[K+].[K+] (potassium carbonate). Run in CN(C=O)C (dimethylformamide), O (water). Conditions: temperature 90 celsius. Yields the product OC=1C=C(OCCCCC(=O)OC)C=CC1 (Methyl 5-(3-hydroxyphenoxy)pentanoate). Isolated yield 34.0%. RXN SMILES: [C:1]1([CH:8]=[CH:7][CH:6]=[C:4]([OH:5])[CH:3]=1)[OH:2].Br[CH2:10][CH2:11][CH2:12][CH2:13][C:14]([O:16][CH3:17])=[O:15].C(=O)([O-])[O-].[K+].[K+]>CN(C)C=O.O>[OH:2][C:1]1[CH:3]=[C:4]([CH:6]=[CH:7][CH:8]=1)[O:5][CH2:10][CH2:11][CH2:12][CH2:13][C:14]([O:16][CH3:17])=[O:15] |f:2.3.4|. Procedure details: A mixture of 11 g of resorcinol, 8.8 g of methyl 5-bromopentanoate, and 13.8 g of potassium carbonate in 150 mL of dimethylformamide was heated in an oil bath at 90° C. for 24 hours. The mixture was cooled, diluted with water, and extracted with ethyl acetate. The organic phase was washed with water, washed with saturated sodium chloride, dried over sodium sulfate, and evaporated in vacuo. The residue was chromatographed on silica gel eluting with hexane/ethyl ether providing the title intermedi... The reactants are COC(=O)c1ccc2c(c1)C(C)(C)CCC2N(C)C1CC1, CO, [Na+], C1CCOC1, [OH-]. Yields the product CN(C1CC1)C1CCC(C)(C)c2cc(C(=O)O)ccc21. RXN SMILES: [CH3:1][O:2][C:3](=[O:4])[c:5]1[cH:6][c:7]2[c:12]([cH:13][cH:14]1)[CH:11]([N:15]([CH3:16])[CH:17]1[CH2:18][CH2:19]1)[CH2:10][CH2:9][C:8]2([CH3:20])[CH3:21].[CH3:24][OH:25].[Na+:23].[O:26]1[CH2:27][CH2:28][CH2:29][CH2:30]1.[OH-:22]>>[O:2]=[C:3]([OH:4])[c:5]1[cH:6][c:7]2[c:12]([cH:13][cH:14]1)[CH:11]([N:15]([CH3:16])[CH:17]1[CH2:18][CH2:19]1)[CH2:10][CH2:9][C:8]2([CH3:20])[CH3:21]. Reactants: CCO, OO, O=C(O)c1ccc2c(c1)Sc1ccccc1O2. The product is O=C(O)c1ccc2c(c1)S(=O)c1ccccc1O2. RXN SMILES: [CH3:20][CH2:21][OH:22].[OH:18][OH:19].[cH:1]1[c:2]([C:15](=[O:16])[OH:17])[cH:3][cH:4][c:5]2[c:14]1[S:13][c:12]1[c:7]([cH:8][cH:9][cH:10][cH:11]1)[O:6]2>>[cH:1]1[c:2]([C:15](=[O:16])[OH:17])[cH:3][cH:4][c:5]2[c:14]1[S:13](=[O:18])[c:12]1[c:7]([cH:8][cH:9][cH:10][cH:11]1)[O:6]2. The reactants are O1CCCC1 (tetrahydrofuran), Grignard reagent, NC1=NC(=C(C(=N1)Cl)C=O)Cl (2-amino-4,6-dichloro-pyrimidine-5-carbaldehyde), BrCCC=C (4-Bromo-1-butene), [Mg] (magnesium), O1CCCC1 (tetrahydrofuran), Grignard reagent. Solvent: O (Water). Run at temperature 27.5 celsius. Yields the product crude product, NC1=NC(=C(C(=N1)Cl)C(CCC=C)O)Cl (1-(2-Amino-4,6-dichloropyrimidin-5-yl)pent-4-en-1-ol). Isolated yield 78.0%. Reaction SMILES: Br[CH2:2][CH2:3][CH:4]=[CH2:5].[Mg].O1CCCC1.[NH2:12][C:13]1[N:18]=[C:17]([Cl:19])[C:16]([CH:20]=[O:21])=[C:15]([Cl:22])[N:14]=1>O>[NH2:12][C:13]1[N:14]=[C:15]([Cl:22])[C:16]([CH:20]([OH:21])[CH2:5][CH2:4][CH:3]=[CH2:2])=[C:17]([Cl:19])[N:18]=1. Procedure: 4-Bromo-1-butene (14.54 mL) was added to a mixture composed of a magnesium piece (3.17 g) and dehydrated tetrahydrofuran (150 mL) in a nitrogen atmosphere over one hour. After confirming that the internal temperature was increased, the mixture was stirred at an internal temperature of 25 to 30° C. while cooling in an ice bath for one hour to prepare a Grignard reagent. The Grignard reagent was added to a mixture composed of 2-amino-4,6-dichloro-pyrimidine-5-carbaldehyde (5.00 g) and dehydrated t...